This data is from the Open Reaction Database (ORD), a public repository of structured organic reaction records. The task is: describe an organic reaction: reactants, conditions, products, and yield Starting materials: ClP(Cl)(Cl)(Cl)Cl, CCCCCCCCC(F)(C(=O)O)C(F)(F)F. Product: CCCCCCCCC(F)(C(=O)Cl)C(F)(F)F. Reaction SMILES: [Cl:18][P:19]([Cl:20])([Cl:21])([Cl:22])[Cl:23].[F:1][C:2]([C:3](=[O:4])[OH:5])([CH2:6][CH2:7][CH2:8][CH2:9][CH2:10][CH2:11][CH2:12][CH3:13])[C:14]([F:15])([F:16])[F:17]>>[F:1][C:2]([C:3](=[O:4])[Cl:18])([CH2:6][CH2:7][CH2:8][CH2:9][CH2:10][CH2:11][CH2:12][CH3:13])[C:14]([F:15])([F:16])[F:17].